This data is from the Open Reaction Database (ORD), a public repository of structured organic reaction records. The task is: describe an organic reaction: reactants, conditions, products, and yield Starting materials: IC=1C=CC2=C(C3=C(N(C(=N3)C(=O)N)C)C3CC2C3)C1 (9-iodo-3-methyl-3,4,5,6-tetrahydro-4,6-methanobenzo[3,4]cyclohepta[1,2-d]imidazole-2-carboxamide), CC(C)(C#C)O (2-methyl-3-butyn-2-ol). Reagents/catalysts: [Cu]I (copper(I) iodide), C=1C=CC(=CC1)[P](C=2C=CC=CC2)(C=3C=CC=CC3)[Pd]([P](C=4C=CC=CC4)(C=5C=CC=CC5)C=6C=CC=CC6)([P](C=7C=CC=CC7)(C=8C=CC=CC8)C=9C=CC=CC9)[P](C=1C=CC=CC1)(C=1C=CC=CC1)C=1C=CC=CC1 (tetrakis(triphenylphosphine)palladium(0)). Solvent: N1CCCCC1 (piperidine). Reaction conditions: temperature 40 celsius, time 5 minute. Product: OC(C#CC=1C=CC2=C(C3=C(N(C(=N3)C(=O)N)C)C3CC2C3)C1)(C)C (9-(3-hydroxy-3-methylbut-1-yn-1-yl)-3-methyl-3,4,5,6-tetrahydro-4,6-methanobenzo[3,4]cyclohept a[1,2-d]imidazole-2-carboxamide). Isolated yield 4.2%. As a reaction SMILES: I[C:2]1[CH:3]=[CH:4][C:5]2[CH:18]3[CH2:19][CH:16]([CH2:17]3)[C:8]3[N:9]([CH3:15])[C:10]([C:12]([NH2:14])=[O:13])=[N:11][C:7]=3[C:6]=2[CH:20]=1.[CH3:21][C:22]([OH:26])([C:24]#[CH:25])[CH3:23]>N1CCCCC1.[Cu]I.C1C=CC([P]([Pd]([P](C2C=CC=CC=2)(C2C=CC=CC=2)C2C=CC=CC=2)([P](C2C=CC=CC=2)(C2C=CC=CC=2)C2C=CC=CC=2)[P](C2C=CC=CC=2)(C2C=CC=CC=2)C2C=CC=CC=2)(C2C=CC=CC=2)C2C=CC=CC=2)=CC=1>[OH:26][C:22]([CH3:23])([CH3:21])[C:24]#[C:25][C:2]1[CH:3]=[CH:4][C:5]2[CH:18]3[CH2:19][CH:16]([CH2:17]3)[C:8]3[N:9]([CH3:15])[C:10]([C:12]([NH2:14])=[O:13])=[N:11][C:7]=3[C:6]=2[CH:20]=1 |^1:38,40,59,78|. Reported procedure: To a solution 9-iodo-3-methyl-3,4,5,6-tetrahydro-4,6-methanobenzo[3,4]cyclohepta[1,2-d]imidazole-2-carboxamide (100 mg, 0.26 mmol) in piperidine (2 mL) was introduced 2-methyl-3-butyn-2-ol (89 mg, 1.05 mmol) and copper(I) iodide (2.5 mg, 0.01 mmol). The solution was de-oxygenated by nitrogen bubbling for five minutes, then tetrakis(triphenylphosphine)palladium(0) (15 mg, 0.01 mmol) added and bubbling continued for a further two minutes. The pressure tube was closed under an atmosphere of nitroge...